This data is from the Open Reaction Database (ORD), a public repository of structured organic reaction records. The task is: describe an organic reaction: reactants, conditions, products, and yield The reactants are CN(C1=CC=C(C=C1)N(C(C1=C(C=CC=C1)N)=O)C\C=C(/C)\CCC=C(C)C)C (N-(4-dimethylaminophenyl)-N-geranyl-2-aminobenzamide), C(CCCCCC)N=C=O (heptyl isocyanate). The solvent is ClCCl (dichloromethane). Run at time 8 hour. Product: CN(C1=CC=C(C=C1)N(C(C1=C(C=CC=C1)NC(=O)NCCCCCCC)=O)C\C=C(/C)\CCC=C(C)C)C (N-(4-dimethylaminophenyl)-N-geranyl-2-(3-heptylureido)benzamide). Yield: 90.0%. RXN SMILES: [CH3:1][N:2]([CH3:29])[C:3]1[CH:8]=[CH:7][C:6]([N:9]([CH2:19]/[CH:20]=[C:21](/[CH2:23][CH2:24][CH:25]=[C:26]([CH3:28])[CH3:27])\[CH3:22])[C:10](=[O:18])[C:11]2[CH:16]=[CH:15][CH:14]=[CH:13][C:12]=2[NH2:17])=[CH:5][CH:4]=1.[CH2:30]([N:37]=[C:38]=[O:39])[CH2:31][CH2:32][CH2:33][CH2:34][CH2:35][CH3:36]>ClCCl>[CH3:1][N:2]([CH3:29])[C:3]1[CH:4]=[CH:5][C:6]([N:9]([CH2:19]/[CH:20]=[C:21](/[CH2:23][CH2:24][CH:25]=[C:26]([CH3:28])[CH3:27])\[CH3:22])[C:10](=[O:18])[C:11]2[CH:16]=[CH:15][CH:14]=[CH:13][C:12]=2[NH:17][C:38]([NH:37][CH2:30][CH2:31][CH2:32][CH2:33][CH2:34][CH2:35][CH3:36])=[O:39])=[CH:7][CH:8]=1. Procedure: To a solution of N-(4-dimethylaminophenyl)-N-geranyl-2-aminobenzamide (0.8 g) in dichloromethane (10 ml) was added under ice-cooling heptyl isocyanate (0.56 g) and the mixture was stirred overnight while returning slowly to room temperature. After distilling off the solvent, the 10 residue was purified by a silica gel column chromatography (hexane:ethyl acetate=3:1) to give N-(4-dimethylaminophenyl)-N-geranyl-2-(3-heptylureido)benzamide (0.98 g, 89%) as an oily product. The reactants are O=C([O-])[O-], CCOC(=O)c1ccc2c(c1)CC(C)(C)C(c1cc(Br)cc(OC)c1)N2, C1COCCN1, CN(C)CC(=O)O, CS(C)=O, CCOC(C)=O, Cl, [Cu]I, [K+], [K+]. Yields the product CCOC(=O)c1ccc2c(c1)CC(C)(C)C(c1cc(OC)cc(N3CCOCC3)c1)N2. Reaction SMILES: [C:41](=[O:42])([O-:43])[O-:44].[CH2:1]([CH3:2])[O:3][C:4](=[O:5])[c:6]1[cH:7][c:8]2[c:13]([cH:14][cH:15]1)[NH:12][CH:11]([c:16]1[cH:17][c:18]([Br:24])[cH:19][c:20]([O:22][CH3:23])[cH:21]1)[C:10]([CH3:25])([CH3:26])[CH2:9]2.[CH2:27]1[CH2:28][O:29][CH2:30][CH2:31][NH:32]1.[CH3:34][N:35]([CH3:36])[CH2:37][C:38]([OH:39])=[O:40].[CH3:47][S:48]([CH3:49])=[O:50].[CH3:53][CH2:54][O:55][C:56](=[O:57])[CH3:58].[ClH:33].[Cu:51][I:52].[K+:45].[K+:46]>>[CH2:1]([CH3:2])[O:3][C:4](=[O:5])[c:6]1[cH:7][c:8]2[c:13]([cH:14][cH:15]1)[NH:12][CH:11]([c:16]1[cH:17][c:18]([N:32]3[CH2:27][CH2:28][O:29][CH2:30][CH2:31]3)[cH:19][c:20]([O:22][CH3:23])[cH:21]1)[C:10]([CH3:25])([CH3:26])[CH2:9]2.